Dataset: the Open Reaction Database (ORD), a public repository of structured organic reaction records. Task: describe an organic reaction: reactants, conditions, products, and yield Reactants: O (water), BrBr (Bromine), CC(=O)C1=CC(=C(C=C1)Cl)Cl (3.4-dichloroacetophenone), [Al+3].[Cl-].[Cl-].[Cl-] (AlCl3). Solvent: C(C)OCC (diethylether). Product: ClC=1C=C(C(CBr)=O)C=CC1Cl (3.4-dichlorophenacylbromide). RXN SMILES: [Br:1]Br.[CH3:3][C:4]([C:6]1[CH:11]=[CH:10][C:9]([Cl:12])=[C:8]([Cl:13])[CH:7]=1)=[O:5].[Al+3].[Cl-].[Cl-].[Cl-].O>C(OCC)C>[Cl:13][C:8]1[CH:7]=[C:6]([CH:11]=[CH:10][C:9]=1[Cl:12])[C:4](=[O:5])[CH2:3][Br:1] |f:2.3.4.5|. Procedure details: Bromine in a quantity of 10.2 ml (0.2 mol) is added dropwise to a mixture of 37.8 g 3.4-dichloroacetophenone and approx. 1.0 g anhydrous AlCl3 in 600 ml dry diethylether while stirring and cooling in ice. After stirring for 0.5 hr at 0° C. and 1.5 hr at room temperature, 30 ml water are added slowly. The organic phase is separated, washed twice with water, dried and evaporated to dryness. A small amount of petroleum ether (40-60) is added to the residue and the mixture is stirred at approx. 0° C... Reactants: C1(=CC=CC=C1)C1=NC(=NC=C1)N1CC2CNCC2C1 (2-(4-Phenyl-pyrimidin-2-yl)-octahydro-pyrrolo[3,4-c]pyrrole), C(C)OC1=C(C2=CC=CC=C2C=C1)C(=O)O (2-ethoxy-naphthalene-1-carboxylic acid). Product: C(C)OC1=C(C2=CC=CC=C2C=C1)C(=O)N1CC2CN(CC2C1)C1=NC=CC(=N1)C1=CC=CC=C1 (2-[(2-Ethoxynaphthalen-1-yl)carbonyl]-5-(4-phenylpyrimidin-2-yl)octahydro pyrrolo[3,4-c]pyrrole). As a reaction SMILES: [C:1]1([C:7]2[CH:12]=[CH:11][N:10]=[C:9]([N:13]3[CH2:20][CH:19]4[CH:15]([CH2:16][NH:17][CH2:18]4)[CH2:14]3)[N:8]=2)[CH:6]=[CH:5][CH:4]=[CH:3][CH:2]=1.[CH2:21]([O:23][C:24]1[CH:33]=[CH:32][C:31]2[C:26](=[CH:27][CH:28]=[CH:29][CH:30]=2)[C:25]=1[C:34](O)=[O:35])[CH3:22]>>[CH2:21]([O:23][C:24]1[CH:33]=[CH:32][C:31]2[C:26](=[CH:27][CH:28]=[CH:29][CH:30]=2)[C:25]=1[C:34]([N:17]1[CH2:16][CH:15]2[CH:19]([CH2:20][N:13]([C:9]3[N:8]=[C:7]([C:1]4[CH:2]=[CH:3][CH:4]=[CH:5][CH:6]=4)[CH:12]=[CH:11][N:10]=3)[CH2:14]2)[CH2:18]1)=[O:35])[CH3:22]. Reported procedure: The title compound was prepared in a manner analogous to Example 15 utilizing Intermediate 26 and 2-ethoxy-naphthalene-1-carboxylic acid. MS (ESI): mass calculated for C29H28N4O2, 464.57; m/z found 465.2 [M+H]+. 1H NMR (400 MHz, CDCl3): 8.42-8.33 (m, 1H), 8.14-7.98 (m, 2H), 7.89-7.61 (m, 3H), 7.53-7.43 (m, 3H), 7.41-7.18 (m, 3H), 7.01-6.95 (m, 1H), 4.31-2.91 (m, 12H), 1.49-1.23 (m, 3H).